Dataset: the Open Reaction Database (ORD), a public repository of structured organic reaction records. Task: describe an organic reaction: reactants, conditions, products, and yield Reactants: COC(=O)[C@@H]1N(C(CCC1)=O)C(=O)OC(C)(C)C ((R)-6-oxopiperidine-1,2-dicarboxylic acid 1-tert-butyl ester 2-methyl ester), [Cl-].[NH4+] (ammonium chloride), [Li+].CC(C)[N-]C(C)C (LDA), FC1=NC(=CC=C1)F (2,6-difluoropyridine). The solvent is C(C)(=O)OCC (ethyl acetate), C1CCOC1 (THF), C1CCOC1 (THF). Run at temperature -78 celsius, time 2.5 hour. Yields the product C(C)(C)(C)OC(=O)N[C@@H](C(=O)OC)CCCC(=O)C=1C(=NC(=CC1)F)F (methyl(R)-2-tert-butoxycarbonylamino-6-(2,6-difluoropyridin-3-yl)-6-oxohexanoate). As a reaction SMILES: [Li+].CC([N-]C(C)C)C.[F:9][C:10]1[CH:15]=[CH:14][CH:13]=[C:12]([F:16])[N:11]=1.[CH3:17][O:18][C:19]([C@H:21]1[CH2:26][CH2:25][CH2:24][C:23](=[O:27])[N:22]1[C:28]([O:30][C:31]([CH3:34])([CH3:33])[CH3:32])=[O:29])=[O:20].[Cl-].[NH4+]>C1COCC1.C(OCC)(=O)C>[C:31]([O:30][C:28]([NH:22][C@H:21]([CH2:26][CH2:25][CH2:24][C:23]([C:15]1[C:10]([F:9])=[N:11][C:12]([F:16])=[CH:13][CH:14]=1)=[O:27])[C:19]([O:18][CH3:17])=[O:20])=[O:29])([CH3:34])([CH3:33])[CH3:32] |f:0.1,4.5|. Procedure: LDA (1.5 M solution in THF, 3.2 mL) was added to a solution of 2,6-difluoropyridine (492 mg) in THF (25 mL) at −78° C., and the reaction solution was stirred at −78° C. for 2.5 hours. A solution of (R)-6-oxopiperidine-1,2-dicarboxylic acid 1-tert-butyl ester 2-methyl ester (CAS No. 183890-36-0, 1.0 g) in THF (5 mL) was added to the reaction solution at −78° C. The reaction solution was stirred at −78° C. for one hour and at 0° C. for 2.5 hours. A saturated ammonium chloride solution and ethyl ac... Procedure details: 5-Chloro-5,6,7,8-tetrahydroquinoline from step 2 above was oxidized using the procedure as given in step 3 of Example 3. 5-Chloro 5,6,7,8-tetrahydroquinoline-N-oxide was obtained as a white solid (TLC Rf = 0.24 (97:3 CH2Cl2 : MeOH)). Reactants: ClC1C=2C=CC=NC2CCC1 (5-Chloro-5,6,7,8-tetrahydroquinoline), C(Cl)Cl (CH2Cl2), CO (MeOH). RXN SMILES: [Cl:1][CH:2]1[CH2:11][CH2:10][CH2:9][C:8]2[N:7]=[CH:6][CH:5]=[CH:4][C:3]1=2.C(Cl)Cl.C[OH:16]>>[Cl:1][CH:2]1[CH2:11][CH2:10][CH2:9][C:8]2[N+:7]([O-:16])=[CH:6][CH:5]=[CH:4][C:3]1=2. Yields the product ClC1C=2C=CC=[N+](C2CCC1)[O-] (5-Chloro 5,6,7,8-tetrahydroquinoline-N-oxide).